Dataset: the Open Reaction Database (ORD), a public repository of structured organic reaction records. Task: describe an organic reaction: reactants, conditions, products, and yield Starting materials: CC=1NC(=C(N1)CO)C (2,5-dimethyl-4-imidazolemethanol), [N+](=O)(O)[O-] (nitric acid), C([O-])([O-])=O.[Na+].[Na+] (sodium carbonate). Yields the product CC=1NC(=C(N1)C=O)C (2,5-Dimethyl-4-imidazolecarboxaldehyde). Reaction SMILES: [CH3:1][C:2]1[NH:3][C:4]([CH3:9])=[C:5]([CH2:7][OH:8])[N:6]=1.[N+]([O-])(O)=O.C(=O)([O-])[O-].[Na+].[Na+]>>[CH3:1][C:2]1[NH:3][C:4]([CH3:9])=[C:5]([CH:7]=[O:8])[N:6]=1 |f:2.3.4|. Procedure details: A 42.2 gm. portion of 2,5-dimethyl-4-imidazolemethanol and 44.8 ml. of concentrated nitric acid are mixed. When the initial reaction subsides, the solution is heated on a steam bath for 1 hour. The reaction mixture is neutralized with concentrated aqueous sodium carbonate, then concentrated under vacuum. After leaching the residue with 150 ml. of hot ethanol several times, the combined organic solution are concentrated under vacuum. Chromatographing the residual oil on silica gel gives a solid w...